Dataset: the Open Reaction Database (ORD), a public repository of structured organic reaction records. Task: describe an organic reaction: reactants, conditions, products, and yield The reactants are C(C)(C)(C)OC(NC1(COC(OC1)(C)C)CCC1=CC(=C(C=C1)OCCCC1=CC=C(C=C1)OC(F)(F)F)C(F)(F)F)=O ([2,2-dimethyl-5-(2-{4-[3-(4-trifluoromethoxyphenyl)propoxy]-3-trifluoromethylphenyl}ethyl)-1,3-dioxan-5-yl]carbamic acid t-butyl ester), Cl (hydrochloric acid). Run in C(C)O (ethanol). Conditions: temperature 80 celsius, time 2 hour. Product: Cl.NC(CO)(CO)CCC1=CC(=C(C=C1)OCCCC1=CC=C(C=C1)OC(F)(F)F)C(F)(F)F (2-amino-2-(2-{4-[3-(4-trifluoromethoxyphenyl)propoxy]-3-trifluoromethylphenyl}ethyl)propane-1,3-diol hydrochloride). As a reaction SMILES: C(OC(=O)[NH:7][C:8]1([CH2:16][CH2:17][C:18]2[CH:23]=[CH:22][C:21]([O:24][CH2:25][CH2:26][CH2:27][C:28]3[CH:33]=[CH:32][C:31]([O:34][C:35]([F:38])([F:37])[F:36])=[CH:30][CH:29]=3)=[C:20]([C:39]([F:42])([F:41])[F:40])[CH:19]=2)[CH2:13][O:12]C(C)(C)[O:10][CH2:9]1)(C)(C)C.[ClH:44]>C(O)C>[ClH:44].[NH2:7][C:8]([CH2:16][CH2:17][C:18]1[CH:23]=[CH:22][C:21]([O:24][CH2:25][CH2:26][CH2:27][C:28]2[CH:29]=[CH:30][C:31]([O:34][C:35]([F:36])([F:37])[F:38])=[CH:32][CH:33]=2)=[C:20]([C:39]([F:40])([F:41])[F:42])[CH:19]=1)([CH2:13][OH:12])[CH2:9][OH:10] |f:3.4|. Procedure: Compound 52-4 (790 mg) was dissolved in ethanol (15 ml), concentrated hydrochloric acid (1.5 ml) was added, and the mixture was stirred at 80° C. for 2 hr. The reaction mixture was concentrated, and the residue was washed with diethyl ether to give the object product (600 mg) as a white powder.